This data is from the Open Reaction Database (ORD), a public repository of structured organic reaction records. The task is: describe an organic reaction: reactants, conditions, products, and yield The reactants are C1(=CC=CC=C1)C#CCCC=O (5-Phenylpent-4-ynal), C(=O)C=P(C1=CC=CC=C1)(C1=CC=CC=C1)C1=CC=CC=C1 (formylmethylenetriphenyl phosphorane). Solvent: C(Cl)Cl (CH2Cl2), C(Cl)Cl (CH2Cl2). Run at time 24 hour. Yields the product C1(=CC=CC=C1)C#CCC/C=C/C=O (7-phenylhept-2E-en-6-ynal). Yield: 42.9%. Reaction SMILES: [C:1]1([C:7]#[C:8][CH2:9][CH2:10][CH:11]=O)[CH:6]=[CH:5][CH:4]=[CH:3][CH:2]=1.[CH:13]([CH:15]=P(C1C=CC=CC=1)(C1C=CC=CC=1)C1C=CC=CC=1)=[O:14]>C(Cl)Cl>[C:1]1([C:7]#[C:8][CH2:9][CH2:10]/[CH:11]=[CH:15]/[CH:13]=[O:14])[CH:2]=[CH:3][CH:4]=[CH:5][CH:6]=1. Procedure details: 5-Phenylpent-4-ynal (0.5 g) in CH2Cl2 (5 ml) was added to a solution of formylmethylenetriphenyl phosphorane (1.8 g) in CH2Cl2 (10 ml) and the mixture was stirred at room temperature under a dry nitrogen atmosphere for 24 hours. The solvent was removed under reduced pressure and the residue was slurried with ether (50 m), filtered, and the residue washed with ether. The ethereal solutions were combined and the product was purified by chromatography on silica eluting with ether:hexane (1:9) to yi... Reactants: N[C@@H](CC(C)C)C(=O)O (L-leucine), O=C(OC(Cl)(Cl)Cl)Cl (diphosgene). The solvent is O1CCCC1 (tetrahydrofuran). The product is CC(C[C@@H]1NC(OC1=O)=O)C ((S)-4-(2-Methylpropyl)-2,5-oxazolidinedione). RXN SMILES: [NH2:1][C@H:2]([C:7]([OH:9])=[O:8])[CH2:3][CH:4]([CH3:6])[CH3:5].[O:10]=[C:11](Cl)OC(Cl)(Cl)Cl>O1CCCC1>[CH3:5][CH:4]([CH3:6])[CH2:3][C@H:2]1[C:7](=[O:9])[O:8][C:11](=[O:10])[NH:1]1. Procedure: The title compound is prepared by the procedure of Example 262 using 3.93 g of L-leucine, 2.7 ml of diphosgene, 0.075 g of activated carbon, and 40 ml of dry tetrahydrofuran to give 2.74 g of the desired product. The reactants are N1(CCNCC1)C=1C=CC=2N(N1)C(=NN2)C(F)(F)F (6-(piperazin-1-yl)-3-(trifluoromethyl)-[1,2,4]triazolo[4,3-b]pyridazine), ClC1=CC=C(OC2=CC=C(C=O)C=C2)C=C1 (4-(4-chlorophenoxy)benzaldehyde). Product: ClC1=CC=C(OC2=CC=C(C=C2)CN2CCN(CC2)C=2C=CC=3N(N2)C(=NN3)C(F)(F)F)C=C1 (6-[4-[[4-(4-chlorophenoxy)phenyl]methyl]piperazin-1-yl]-3-(trifluoromethyl)-[1,2,4]triazolo[4,3-b]pyridazine). As a reaction SMILES: [N:1]1([C:7]2[CH:8]=[CH:9][C:10]3[N:11]([C:13]([C:16]([F:19])([F:18])[F:17])=[N:14][N:15]=3)[N:12]=2)[CH2:6][CH2:5][NH:4][CH2:3][CH2:2]1.[Cl:20][C:21]1[CH:35]=[CH:34][C:24]([O:25][C:26]2[CH:33]=[CH:32][C:29]([CH:30]=O)=[CH:28][CH:27]=2)=[CH:23][CH:22]=1>>[Cl:20][C:21]1[CH:35]=[CH:34][C:24]([O:25][C:26]2[CH:33]=[CH:32][C:29]([CH2:30][N:4]3[CH2:3][CH2:2][N:1]([C:7]4[CH:8]=[CH:9][C:10]5[N:11]([C:13]([C:16]([F:17])([F:18])[F:19])=[N:14][N:15]=5)[N:12]=4)[CH2:6][CH2:5]3)=[CH:28][CH:27]=2)=[CH:23][CH:22]=1. Procedure: Reductive amination of 6-(piperazin-1-yl)-3-(trifluoromethyl)-[1,2,4]triazolo[4,3-b]pyridazine with 4-(4-chlorophenoxy)benzaldehyde was carried out according to General Synthetic Method 7. The crude product was purified by hplc using a Waters XBridge Prep C18 OBD column, 5μ silica, 30 mm diameter, 100 mm length eluted with decreasingly polar mixtures of water (containing 0.1% aqueous ammonia) and acetonitrile as eluents to give 6-[4-[[4-(4-chlorophenoxy)phenyl]methyl]piperazin-1-yl]-3-(trifluoro... Starting materials: O=C([O-])[O-], CN(C)C=O, CI, [K+], [K+], O, Cc1cc([N+](=O)[O-])ccc1O. The product is COc1ccc([N+](=O)[O-])cc1C. As a reaction SMILES: [C:12](=[O:13])([O-:14])[O-:15].[CH3:21][N:22]([CH3:23])[CH:24]=[O:25].[I:18][CH3:19].[K+:16].[K+:17].[OH2:20].[OH:1][c:2]1[c:3]([CH3:11])[cH:4][c:5]([N+:8](=[O:9])[O-:10])[cH:6][cH:7]1>>[O:1]([c:2]1[c:3]([CH3:11])[cH:4][c:5]([N+:8](=[O:9])[O-:10])[cH:6][cH:7]1)[CH3:12]. Starting materials: C(C)(=O)OC1=C2C=3C(C(NC3C=C1)=O)(CCC2)CCCCBr (6-acetoxy-2a-(4-bromobutyl)-2a,3,4,5-tetrahydrobenz[cd]indole-2(1H)-one), COC1=C(C=CC=C1)N1CCNCC1 (2-methoxyphenylpiperazine), C(C)(C)N(C(C)C)CC (N,N-diisopropylethylamine), CN(C)C=O (DMF). Reaction conditions: time 8 hour. Yields the product C(C)(=O)OC1=C2C=3C(C(NC3C=C1)=O)(CCC2)CCCCN2C(CNCC2)C2=C(C=CC=C2)OC (6-Acetoxy-2a-[4-(2-methoxyphenylpiperazinyl)butyl]-2a,3,4,5-tetrahydrobenz[cd]indole-2(1H)-one). Isolated yield 36.0%. RXN SMILES: [C:1]([O:4][C:5]1[CH:13]=[CH:12][C:11]2[NH:10][C:9](=[O:14])[C:8]3([CH2:18][CH2:19][CH2:20][CH2:21]Br)[CH2:15][CH2:16][CH2:17][C:6]=1[C:7]=23)(=[O:3])[CH3:2].[CH3:23][O:24][C:25]1[CH:30]=[CH:29][CH:28]=[CH:27][C:26]=1N1CCNCC1.[CH:37]([N:40](CC)[CH:41]([CH3:43])C)([CH3:39])C.C[N:47](C=O)C>>[C:1]([O:4][C:5]1[CH:13]=[CH:12][C:11]2[NH:10][C:9](=[O:14])[C:8]3([CH2:18][CH2:19][CH2:20][CH2:21][N:47]4[CH2:43][CH2:41][NH:40][CH2:37][CH:39]4[C:26]4[CH:27]=[CH:28][CH:29]=[CH:30][C:25]=4[O:24][CH3:23])[CH2:15][CH2:16][CH2:17][C:6]=1[C:7]=23)(=[O:3])[CH3:2]. Reported procedure: A 2 ml portion of DMF solution of 300 mg (0.82 mmol) 6-acetoxy-2a-(4-bromobutyl)-2a,3,4,5-tetrahydrobenz[cd]indole-2(1H)-one (1.0 g, 5.8 mmol) was mixed with 315 mg (1.64 mmol) of 2-methoxyphenylpiperazine and 0.57 ml (3.28 mmol) of N,N-diisopropylethylamine, and the mixture was stirred overnight at a room temperature. The reaction solution was extracted with ethyl acetate and washed with water. After drying (Na2SO4), the solvent was evaporated under a reduced pressure, and the thus obtained oil... Starting materials: OCC1=CC(=NO1)C(=O)OCC (ethyl 5-(hydroxymethyl)isoxazole-3-carboxylate), CC(C)O (2-propanol), C(C)(=O)OCC (ethyl acetate), OS(=O)(=O)O (H2SO4). Reagents/catalysts: [O-2].[Cr+6].[O-2].[O-2] (chromium (VI) oxide). Solvent: CC(=O)C (acetone), [Cl-].[Na+].O (Brine), O (water). Reaction conditions: time 3.5 hour. The product is solution, C(C)OC(=O)C1=NOC(=C1)C(=O)O (3-(ethoxycarbonyl)isoxazole-5-carboxylic acid). The yield is 70.0%. As a reaction SMILES: OS(O)(=O)=O.[OH:6][CH2:7][C:8]1[O:12][N:11]=[C:10]([C:13]([O:15][CH2:16][CH3:17])=[O:14])[CH:9]=1.CC([OH:21])C.C(OCC)(=O)C>O.CC(C)=O.[Cl-].[Na+].O.[O-2].[Cr+6].[O-2].[O-2]>[CH2:16]([O:15][C:13]([C:10]1[CH:9]=[C:8]([C:7]([OH:21])=[O:6])[O:12][N:11]=1)=[O:14])[CH3:17] |f:6.7.8,9.10.11.12|. Procedure details: A 2M solution of the Jone's reagent was prepared by addition of 6 g of chromium (VI) oxide to a solution of H2SO4 (8.1 g) in water (25.5 mL). To a solution of ethyl 5-(hydroxymethyl)isoxazole-3-carboxylate (4.00 g; 23.37 mmol) in acetone in an ice bath was added dropwise during a period of 20 min the Jone's reagent (27.71 mL; 51.42 mmol). The reaction mixture was then stirred at room temperature for additional 3.5 hours. 5 mL of 2-propanol were added and the stirring continued for further 1 hour...